From a dataset of the Open Reaction Database (ORD), a public repository of structured organic reaction records. describe an organic reaction: reactants, conditions, products, and yield Starting materials: CC1(C(=O)NC(=O)Oc2ccccc2)CC=CC=N1, Cc1cccc(C(N)=O)n1, CC#N, CCN(C(C)C)C(C)C, Cl, FC(F)(F)c1ccc(Oc2cccc(C=C3CCNCC3)c2)nc1. The product is Cc1cccc(C(=O)NC(=O)N2CCC(=Cc3cccc(Oc4ccc(C(F)(F)F)cn4)c3)CC2)n1. As a reaction SMILES: [CH3:1][C:2]1([C:8]([NH:3][C:4](=[O:5])[O:6][c:7]2[cH:10][cH:11][cH:12][cH:13][cH:14]2)=[O:9])[N:15]=[CH:16][CH:17]=[CH:18][CH2:19]1.[CH3:20][c:21]1[cH:22][cH:23][cH:24][c:25]([C:27](=[O:28])[NH2:29])[n:26]1.[CH3:64][C:65]#[N:66].[CH:55]([N:56]([CH:57]([CH3:58])[CH3:59])[CH2:60][CH3:61])([CH3:62])[CH3:63].[ClH:30].[NH:31]1[CH2:32][CH2:33][C:34](=[CH:37][c:38]2[cH:39][c:40]([O:41][c:42]3[n:43][cH:44][c:45]([C:48]([F:49])([F:50])[F:51])[cH:46][cH:47]3)[cH:52][cH:53][cH:54]2)[CH2:35][CH2:36]1>>[C:8](=[O:9])([NH:29][C:27]([c:25]1[cH:24][cH:23][cH:22][c:21]([CH3:20])[n:26]1)=[O:28])[N:31]1[CH2:32][CH2:33][C:34](=[CH:37][c:38]2[cH:39][c:40]([O:41][c:42]3[n:43][cH:44][c:45]([C:48]([F:49])([F:50])[F:51])[cH:46][cH:47]3)[cH:52][cH:53][cH:54]2)[CH2:35][CH2:36]1.